This data is from the Open Reaction Database (ORD), a public repository of structured organic reaction records. The task is: describe an organic reaction: reactants, conditions, products, and yield The product is CN(C)CC=1C=C(CSCCNC2=NC=C(C(N2)=O)CC=2C=NC(=C(C2)C)C)C=CC1 (2-[2-(3-(dimethylaminomethyl)benzylthio)ethylamino]-5-(5,6-dimethyl-3-pyridylmethyl)-4-pyrimidone). Reaction SMILES: [CH3:1][N:2]([CH2:4][C:5]1[CH:6]=[C:7]([CH:13]=[CH:14][CH:15]=1)[CH2:8][S:9][CH2:10][CH2:11][NH2:12])[CH3:3].[N+](N[C:20]1[NH:25][C:24](=[O:26])[C:23]([CH2:27][C:28]2[CH:29]=[N:30][C:31]([CH3:35])=[C:32]([CH3:34])[CH:33]=2)=[CH:22][N:21]=1)([O-])=O>C(O)C>[CH3:3][N:2]([CH2:4][C:5]1[CH:6]=[C:7]([CH:13]=[CH:14][CH:15]=1)[CH2:8][S:9][CH2:10][CH2:11][NH:12][C:20]1[NH:25][C:24](=[O:26])[C:23]([CH2:27][C:28]2[CH:29]=[N:30][C:31]([CH3:35])=[C:32]([CH3:34])[CH:33]=2)=[CH:22][N:21]=1)[CH3:1]. Reactants: CN(C)CC=1C=C(CSCCN)C=CC1 (2-[3-(dimethylaminomethyl)benzylthio]ethylamine), [N+](=O)([O-])NC1=NC=C(C(N1)=O)CC=1C=NC(=C(C1)C)C (2-nitroamino-5-(5,6-dimethyl-3-pyridylmethyl)-4-pyrimidone). Run in C(C)O (ethanol). Procedure: Reaction of 2-[3-(dimethylaminomethyl)benzylthio]ethylamine with an equimolar amount of 2-nitroamino-5-(5,6-dimethyl-3-pyridylmethyl)-4-pyrimidone by heating under reflux in ethanol for 48 hours gives 2-[2-(3-(dimethylaminomethyl)benzylthio)ethylamino]-5-(5,6-dimethyl-3-pyridylmethyl)-4-pyrimidone. Reactants: Br, CC#N, O=N[O-], Nc1ccc2c(c1)C(=O)NCC2, [Na+], O. The product is O=C1NCCc2ccc(Br)cc21. Reaction SMILES: [BrH:13].[CH3:18][C:19]#[N:20].[N:14]([O-:15])=[O:16].[NH2:1][c:2]1[cH:3][cH:4][c:5]2[c:10]([cH:11]1)[C:9](=[O:12])[NH:8][CH2:7][CH2:6]2.[Na+:17].[OH2:21]>>[c:2]1([Br:13])[cH:3][cH:4][c:5]2[c:10]([cH:11]1)[C:9](=[O:12])[NH:8][CH2:7][CH2:6]2. Starting materials: O=C([O-])[O-], OCCBr, CN(C)C=O, [K+], [K+], O, c1ccc(N2CCNCC2)nc1. The product is OCCN1CCN(c2ccccn2)CC1. As a reaction SMILES: [C:13](=[O:14])([O-:15])[O-:16].[CH2:24]([CH2:25][OH:26])[Br:27].[CH3:19][N:20]([CH3:21])[CH:22]=[O:23].[K+:17].[K+:18].[OH2:28].[n:1]1[c:2]([N:7]2[CH2:8][CH2:9][NH:10][CH2:11][CH2:12]2)[cH:3][cH:4][cH:5][cH:6]1>>[n:1]1[c:2]([N:7]2[CH2:8][CH2:9][N:10]([CH2:24][CH2:25][OH:26])[CH2:11][CH2:12]2)[cH:3][cH:4][cH:5][cH:6]1.